This data is from the Open Reaction Database (ORD), a public repository of structured organic reaction records. The task is: describe an organic reaction: reactants, conditions, products, and yield Reactants: CC(C)COC1CCC=CCCC=CCCC1O, ClCCl, O=[Cr](=O)([O-])Cl, c1cc[nH+]cc1. Product: CC(C)COC1CCC=CCCC=CCCC1=O. RXN SMILES: [CH2:1]([CH:2]([CH3:3])[CH3:4])[O:5][CH:6]1[CH2:7][CH2:8][CH:9]=[CH:10][CH2:11][CH2:12][CH:13]=[CH:14][CH2:15][CH2:16][CH:17]1[OH:18].[Cl:30][CH2:31][Cl:32].[O:19]=[Cr:20]([Cl:21])([O-:22])=[O:23].[nH+:24]1[cH:25][cH:26][cH:27][cH:28][cH:29]1>>[CH2:1]([CH:2]([CH3:3])[CH3:4])[O:5][CH:6]1[CH2:7][CH2:8][CH:9]=[CH:10][CH2:11][CH2:12][CH:13]=[CH:14][CH2:15][CH2:16][C:17]1=[O:18]. Reactants: COC=1C=C2CC(OCC2=CC1OC)=O (6,7-dimethoxyisochroman-3-one), undecanoic-gamma-lactone, CC=1N=CSC1CCO (2-(4-methylthiazol-5-yl)ethanol), CC=1N(C2=C(C=NC=C2)N1)CCCO (3-(2-methylimidazo[4,5-c]pyrid-1-yl)propanol). Product: CC=1N=CSC1CCOC1OCC2=CC(=C(C=C2C1)OC)OC.CCOCC (O-2-(4-Methylthiazol-5-yl)ethyl-6,7-dimethoxyisochroman-3-ol ether). The yield is 9.0%. RXN SMILES: [CH3:1][O:2][C:3]1[CH:4]=[C:5]2[C:10](=[CH:11][C:12]=1[O:13][CH3:14])[CH2:9][O:8][C:7](=[O:15])[CH2:6]2.[CH3:16][C:17]1[N:18]=[CH:19][S:20][C:21]=1[CH2:22][CH2:23]O.CC1N(CCCO)C2C=CN=CC=2N=1>>[CH3:16][C:17]1[N:18]=[CH:19][S:20][C:21]=1[CH2:22][CH2:23][O:15][CH:7]1[CH2:6][C:5]2[C:10](=[CH:11][C:12]([O:13][CH3:14])=[C:3]([O:2][CH3:1])[CH:4]=2)[CH2:9][O:8]1.[CH3:6][CH2:7][O:8][CH2:9][CH3:10] |f:3.4|. Reported procedure: O-2-(4-Methylthiazol-5-yl)ethyl-6,7-dimethoxyisochroman-3-ol ether was prepared by the procedure of Example 2 employing 6,7-dimethoxyisochroman-3-one in lieu of undecanoic-gamma-lactone and 2-(4-methylthiazol-5-yl)ethanol in lieu of 3-(2-methylimidazo[4,5-c]pyrid-1-yl)propanol. Starting materials: CCN=C=NCCCN(C)C, CCN(C(C)C)C(C)C, CNCc1sc2ccc(F)cc2c1C, O=C(O)C=Cc1cnc2c(c1)CCC(=O)N2, CN(C)C=O, O, On1nnc2ccccc21. Yields the product Cc1c(CN(C)C(=O)C=Cc2cnc3c(c2)CCC(=O)N3)sc2ccc(F)cc12. RXN SMILES: [CH3:50][N:51]([CH3:52])[CH2:53][CH2:54][CH2:55][N:56]=[C:57]=[N:58][CH2:59][CH3:60].[CH:41]([N:42]([CH:43]([CH3:44])[CH3:45])[CH2:46][CH3:47])([CH3:48])[CH3:49].[F:1][c:2]1[cH:3][c:4]2[c:5]([s:6][c:7]([CH2:10][NH:11][CH3:12])[c:8]2[CH3:9])[cH:13][cH:14]1.[O:15]=[C:16]1[CH2:17][CH2:18][c:19]2[cH:20][c:21]([CH:26]=[CH:27][C:28](=[O:29])[OH:30])[cH:22][n:23][c:24]2[NH:25]1.[O:61]=[CH:62][N:63]([CH3:64])[CH3:65].[OH2:66].[OH:31][n:32]1[c:33]2[cH:34][cH:35][cH:36][cH:37][c:38]2[n:39][n:40]1>>[F:1][c:2]1[cH:3][c:4]2[c:5]([s:6][c:7]([CH2:10][N:11]([CH3:12])[C:28]([CH:27]=[CH:26][c:21]3[cH:20][c:19]4[c:24]([n:23][cH:22]3)[NH:25][C:16](=[O:15])[CH2:17][CH2:18]4)=[O:30])[c:8]2[CH3:9])[cH:13][cH:14]1. Reactants: C1CCOC1, CCOC(=O)C1CN(Cc2ccccc2)CCC1=O, CI, Cl, [K+], CN(C)C=O, [OH-]. Yields the product CCOC(=O)C1(C)CN(Cc2ccccc2)CCC1=O. As a reaction SMILES: [CH2:21]1[O:22][CH2:23][CH2:24][CH2:25]1.[CH2:2]([CH3:3])[O:4][C:5](=[O:6])[CH:7]1[CH2:8][N:9]([CH2:14][c:15]2[cH:16][cH:17][cH:18][cH:19][cH:20]2)[CH2:10][CH2:11][C:12]1=[O:13].[CH3:28][I:29].[ClH:1].[K+:27].[O:30]=[CH:31][N:32]([CH3:33])[CH3:34].[OH-:26]>>[CH2:2]([CH3:3])[O:4][C:5](=[O:6])[C:7]1([CH3:21])[CH2:8][N:9]([CH2:14][c:15]2[cH:16][cH:17][cH:18][cH:19][cH:20]2)[CH2:10][CH2:11][C:12]1=[O:13]. The reactants are 18.6, C1(=CC=CC=C1)C(C#N)(CCBr)C1=CC=CC=C1 (2,2-diphenyl-4-bromobutyronitrile), C1(=CC=CC=C1)C1CCNCC1 (4-phenylpiperidine), C(C)(C)N(C(C)C)CC (N,N-diisopropylethylamine), [OH-].[Na+] (sodium hydroxide). Run in COCCO (2-methoxyethanol). Product: C1(=CC=CC=C1)C(C#N)(CCN1CCC(CC1)C1=CC=CC=C1)C1=CC=CC=C1 (2,2-diphenyl-4-(4-phenylpiperidino)butyronitrile). As a reaction SMILES: [C:1]1([C:7]([C:13]2[CH:18]=[CH:17][CH:16]=[CH:15][CH:14]=2)([CH2:10][CH2:11]Br)[C:8]#[N:9])[CH:6]=[CH:5][CH:4]=[CH:3][CH:2]=1.[C:19]1([CH:25]2[CH2:30][CH2:29][NH:28][CH2:27][CH2:26]2)[CH:24]=[CH:23][CH:22]=[CH:21][CH:20]=1.C(N(CC)C(C)C)(C)C.[OH-].[Na+]>COCCO>[C:1]1([C:7]([C:13]2[CH:18]=[CH:17][CH:16]=[CH:15][CH:14]=2)([CH2:10][CH2:11][N:28]2[CH2:29][CH2:30][CH:25]([C:19]3[CH:24]=[CH:23][CH:22]=[CH:21][CH:20]=3)[CH2:26][CH2:27]2)[C:8]#[N:9])[CH:6]=[CH:5][CH:4]=[CH:3][CH:2]=1 |f:3.4|. Reported procedure: A mixture of 18.6 parts of 2,2-diphenyl-4-bromobutyronitrile, 10.0 parts of 4-phenylpiperidine, 8.0 parts of N,N-diisopropylethylamine and 200 parts by volume of 2-methoxyethanol is heated at reflux for 16 hours. The solution is then cooled and stripped in vacuum. The resulting residue is partitioned between dilute sodium hydroxide and ether. Extraction of the ether phase with dilute hydrochloric acid results in the precipitation of an oil. This oil and the aqueous phase of the partitioning are ... Reactants: BrC1=CC(=C(S1)C1=C(N=C2N1N=C(C=C2C(CC)CC)C)C)C (3-(5-bromo-3-methyl-thiophen-2-yl)-8-(1-ethyl-propyl)-2,6-dimethyl-imidazo[1,2-b]pyridazine), IC1=CN=CN1C (5-iodo-1-methyl-1H-imidazole), C(CCC)[Li] (n-Bu-Li), C1CCOC1 (THF). Reagents/catalysts: [Cl-].[Cl-].[Zn+2] (ZnCl2), C1=CC=C(C=C1)P([C-]2C=CC=C2)C3=CC=CC=C3.C1=CC=C(C=C1)P([C-]2C=CC=C2)C3=CC=CC=C3.Cl[Pd]Cl.[Fe+2] (PdCl2(dppf)). Yields the product C(C)C(CC)C=1C=2N(N=C(C1)C)C(=C(N2)C)C=2SC(=CC2C)C=2N(C=NC2)C (8-(1-Ethyl-propyl)-2,6-dimethyl-3-[3-methyl-5-(3-methyl-3H-imidazol-4-yl)-thiophen-2-yl]-imidazo[1,2-b]pyridazine). Yield: 14.7%. Reaction SMILES: Br[C:2]1[S:6][C:5]([C:7]2[N:11]3[N:12]=[C:13]([CH3:21])[CH:14]=[C:15]([CH:16]([CH2:19][CH3:20])[CH2:17][CH3:18])[C:10]3=[N:9][C:8]=2[CH3:22])=[C:4]([CH3:23])[CH:3]=1.C([Li])CCC.C1COCC1.I[C:35]1[N:39]([CH3:40])[CH:38]=[N:37][CH:36]=1>[Cl-].[Cl-].[Zn+2].C1C=CC(P(C2C=CC=CC=2)[C-]2C=CC=C2)=CC=1.C1C=CC(P(C2C=CC=CC=2)[C-]2C=CC=C2)=CC=1.Cl[Pd]Cl.[Fe+2]>[CH2:17]([CH:16]([C:15]1[C:10]2[N:11]([C:7]([C:5]3[S:6][C:2]([C:35]4[N:39]([CH3:40])[CH:38]=[N:37][CH:36]=4)=[CH:3][C:4]=3[CH3:23])=[C:8]([CH3:22])[N:9]=2)[N:12]=[C:13]([CH3:21])[CH:14]=1)[CH2:19][CH3:20])[CH3:18] |f:4.5.6,7.8.9.10|. Procedure details: Using the procedure analogous to Example 31, 3-(5-bromo-3-methyl-thiophen-2-yl)-8-(1-ethyl-propyl)-2,6-dimethyl-imidazo[1,2-b]pyridazine (0.40 g, 1.02 mmol), 1.34M n-Bu-Li (0.80 mL, 1.07 mmol), 0.5M ZnCl2 in THF (2.14 mL, 1.07 mmol), 5-iodo-1-methyl-1H-imidazole (0.24 g, 1.22 mmol) and PdCl2(dppf) (0.037 g, 0.051 mmol) furnish the title compound (0.061 g, 0.15 mmol, 15%). 1H NMR (CDCl3) δ 0.89 (t, J=7.4 Hz, 6H), 1.75-1.93 (m, 4H), 2.17 (s, 3H), 2.50 (s, 3H), 2.53 (s, 3H), 3.24-3.38 (m, 1H), 3.61... Reactants: N1(CCCC1)CC=1COC2=CC(=CC=C2C1)N (3-Pyrrolidin-1-ylmethyl-2H-chromen-7-ylamine), O(C1=CC=CC=C1)C1=C2C(C(=O)OC2=O)=CC=C1 (3-phenoxyphthalic anhydride), C(C)(C)N(CCOC1=C(C=C(C=C1)N)OC)C(C)C (4-(2-diisopropylamino-ethoxy)-3-methoxy-phenylamine). Product: O(C1=CC=CC=C1)C=1C=C2C(N(C(C2=CC1)=O)C1=CC=C2C=C(COC2=C1)CN1CCCC1)=O (5-Phenoxy-2-(3-Pyrrolidin-1-ylmethyl-2H-chromen-7-yl)-isoindole-1,3-dione). Reaction SMILES: [N:1]1([CH2:6][C:7]2[CH2:8][O:9][C:10]3[C:15]([CH:16]=2)=[CH:14][CH:13]=[C:12]([NH2:17])[CH:11]=3)[CH2:5][CH2:4][CH2:3][CH2:2]1.[O:18]([C:25]1[CH:35]=[CH:34][CH:33]=[C:27]2[C:28]([O:30]C(=O)[C:26]=12)=O)[C:19]1[CH:24]=[CH:23][CH:22]=[CH:21][CH:20]=1.C(N(C(C)C)C[CH2:41][O:42]C1C=CC(N)=CC=1OC)(C)C>>[O:18]([C:25]1[CH:26]=[C:27]2[C:33](=[CH:34][CH:35]=1)[C:41](=[O:42])[N:17]([C:12]1[CH:11]=[C:10]3[C:15]([CH:16]=[C:7]([CH2:6][N:1]4[CH2:5][CH2:4][CH2:3][CH2:2]4)[CH2:8][O:9]3)=[CH:14][CH:13]=1)[C:28]2=[O:30])[C:19]1[CH:20]=[CH:21][CH:22]=[CH:23][CH:24]=1. Procedure details: 3-Pyrrolidin-1-ylmethyl-2H-chromen-7-ylamine [WO 0121577 A2] was treated with 3-phenoxyphthalic anhydride in the same manner as for 4-(2-diisopropylamino-ethoxy)-3-methoxy-phenylamine in Example A4 to give the title compound. Starting materials: CC(C)(C)C1CCC(Oc2ccc3cc(Br)ccc3c2C(F)(F)F)CC1, Cc1ccccc1-c1ccccc1P(C(C)(C)C)C(C)(C)C, O=C([O-])[O-], COCCOC, COC(=O)CCC[N+](=O)[O-], [Cs+], [Cs+], O=C(C=Cc1ccccc1)C=Cc1ccccc1, O=C(C=Cc1ccccc1)C=Cc1ccccc1, O=C(C=Cc1ccccc1)C=Cc1ccccc1, [Pd], [Pd]. The product is COC(=O)CCC(c1ccc2c(C(F)(F)F)c(OC3CCC(C(C)(C)C)CC3)ccc2c1)[N+](=O)[O-]. As a reaction SMILES: [Br:1][c:2]1[cH:3][c:4]2[cH:5][cH:6][c:7]([O:16][CH:17]3[CH2:18][CH2:19][CH:20]([C:23]([CH3:24])([CH3:25])[CH3:26])[CH2:21][CH2:22]3)[c:8]([C:12]([F:13])([F:14])[F:15])[c:9]2[cH:10][cH:11]1.[C:27]([P:28]([C:29]([CH3:30])([CH3:31])[CH3:32])[c:33]1[cH:34][cH:35][cH:36][cH:37][c:38]1-[c:39]1[cH:40][cH:41][cH:42][cH:43][c:44]1[CH3:45])([CH3:46])([CH3:47])[CH3:48].[C:49](=[O:50])([O-:51])[O-:52].[CH3:55][O:56][CH2:57][CH2:58][O:59][CH3:60].[CH3:61][O:62][C:63]([CH2:64][CH2:65][CH2:66][N+:67](=[O:68])[O-:69])=[O:70].[Cs+:53].[Cs+:54].[O:109]=[C:110]([CH:111]=[CH:112][c:113]1[cH:114][cH:115][cH:116][cH:117][cH:118]1)[CH:119]=[CH:120][c:121]1[cH:122][cH:123][cH:124][cH:125][cH:126]1.[O:73]=[C:74]([CH:75]=[CH:76][c:77]1[cH:78][cH:79][cH:80][cH:81][cH:82]1)[CH:83]=[CH:84][c:85]1[cH:86][cH:87][cH:88][cH:89][cH:90]1.[O:91]=[C:92]([CH:93]=[CH:94][c:95]1[cH:96][cH:97][cH:98][cH:99][cH:100]1)[CH:101]=[CH:102][c:103]1[cH:104][cH:105][cH:106][cH:107][cH:108]1.[Pd:71].[Pd:72]>>[c:2]1([CH:66]([CH2:65][CH2:64][C:63]([O:62][CH3:61])=[O:70])[N+:67](=[O:68])[O-:69])[cH:3][c:4]2[cH:5][cH:6][c:7]([O:16][CH:17]3[CH2:18][CH2:19][CH:20]([C:23]([CH3:24])([CH3:25])[CH3:26])[CH2:21][CH2:22]3)[c:8]([C:12]([F:13])([F:14])[F:15])[c:9]2[cH:10][cH:11]1. Starting materials: N(=O)[O-].[Na+] (sodium nitrite), CC1=NC(=NO1)\C=C\C1=CC=C(C=C1)N (trans-5-methyl-3-p-aminostyryl-1,2,4-oxadiazole), S(O)(O)(=O)=O (sulphuric acid), cuprous cyanide, [C-]#N.[K+] (potassium cyanide). The solvent is O (water), O (water). The product is CC1=NC(=NO1)\C=C\C1=CC=C(C=C1)C#N (trans-5-Methyl-3-p-cyanostyryl-1,2,4-oxadiazole). Isolated yield 29.4%. Reaction SMILES: N([O-])=O.[Na+].[CH3:5][C:6]1[O:10][N:9]=[C:8](/[CH:11]=[CH:12]/[C:13]2[CH:18]=[CH:17][C:16](N)=[CH:15][CH:14]=2)[N:7]=1.S(=O)(=O)(O)O.[C-:25]#[N:26].[K+]>O>[CH3:5][C:6]1[O:10][N:9]=[C:8](/[CH:11]=[CH:12]/[C:13]2[CH:18]=[CH:17][C:16]([C:25]#[N:26])=[CH:15][CH:14]=2)[N:7]=1 |f:0.1,4.5|. Reported procedure: A solution of sodium nitrite (0.80g) in water (3 ml) was added during 20 min. to a stirred suspension of trans-5-methyl-3-p-aminostyryl-1,2,4-oxadiazole (2.01g) in 2N-sulphuric acid (20 ml) at 5°. The solution was maintained at 10° for one hour and then added during 30 min. to a solution of cuprous cyanide (1.01g) and potassium cyanide (2.28g) in water (8 ml) at 35°. The mixture was then heated to 70° when nitrogen ceased to be evolved. The cooled reaction mixture was filtered and the solid was ... Starting materials: [Li]CCCC, COc1cccc(CO)c1, O=Cc1ccccn1. The product is COc1cccc(CO)c1C(O)c1ccccn1. RXN SMILES: [CH3:11][CH2:12][CH2:13][CH2:14][Li:15].[CH3:1][O:2][c:3]1[cH:4][c:5]([CH2:6][OH:7])[cH:8][cH:9][cH:10]1.[n:16]1[c:17]([CH:22]=[O:23])[cH:18][cH:19][cH:20][cH:21]1>>[CH3:1][O:2][c:3]1[c:4]([CH:22]([c:17]2[n:16][cH:21][cH:20][cH:19][cH:18]2)[OH:23])[c:5]([CH2:6][OH:7])[cH:8][cH:9][cH:10]1.